Dataset: the Open Reaction Database (ORD), a public repository of structured organic reaction records. Task: describe an organic reaction: reactants, conditions, products, and yield Reactants: CCO, [Cl-], N, [NH4+], O=C(O)CN1C(=O)CSC1=S, CC(C)COC(=O)C(=O)c1csc(NC(=O)Nc2ccccc2)n1. Yields the product CC(C)COC(=O)C(=C1SC(=S)N(CC(=O)O)C1=O)c1csc(NC(=O)Nc2ccccc2)n1. RXN SMILES: [CH3:39][CH2:40][OH:41].[Cl-:36].[NH3:38].[NH4+:37].[S:25]1[C:26](=[S:27])[N:28]([CH2:32][C:33](=[O:34])[OH:35])[C:29](=[O:30])[CH2:31]1.[c:1]1([NH:7][C:8]([NH:9][c:10]2[s:11][cH:12][c:13]([C:15]([C:16](=[O:17])[O:18][CH2:19][CH:20]([CH3:21])[CH3:22])=[O:23])[n:14]2)=[O:24])[cH:2][cH:3][cH:4][cH:5][cH:6]1>>[c:1]1([NH:7][C:8]([NH:9][c:10]2[s:11][cH:12][c:13]([C:15]([C:16](=[O:17])[O:18][CH2:19][CH:20]([CH3:21])[CH3:22])=[C:31]3[S:25][C:26](=[S:27])[N:28]([CH2:32][C:33](=[O:34])[OH:35])[C:29]3=[O:30])[n:14]2)=[O:24])[cH:2][cH:3][cH:4][cH:5][cH:6]1. The reactants are O=Cc1ccc(Nc2nc(Cl)nc3[nH]cnc23)cc1, NC1CCC(N)CC1. Product: NC1CCC(Nc2nc(Nc3ccc(C=O)cc3)c3nc[nH]c3n2)CC1. As a reaction SMILES: [Cl:9][c:10]1[n:11][c:12]([NH:19][c:20]2[cH:21][cH:22][c:23]([CH:24]=[O:25])[cH:26][cH:27]2)[c:13]2[n:14][cH:15][nH:16][c:17]2[n:18]1.[NH2:1][CH:2]1[CH2:3][CH2:4][CH:5]([NH2:8])[CH2:6][CH2:7]1>>[NH2:1][CH:2]1[CH2:3][CH2:4][CH:5]([NH:8][c:10]2[n:11][c:12]([NH:19][c:20]3[cH:21][cH:22][c:23]([CH:24]=[O:25])[cH:26][cH:27]3)[c:13]3[n:14][cH:15][nH:16][c:17]3[n:18]2)[CH2:6][CH2:7]1. The reactants are C(C)C1=C2C(=C(C=C(C2=CC=C1)/C(=C/C(=O)O)/C)OC)OCOC ((E)-3-(5-ethyl-3-methoxy-4-methoxymethoxy-1-naphthyl)-2-butenoic acid), O (water). Run in CC(=O)C (acetone), Cl (hydrochloric acid). Run at time 1 hour. The product is C(C)C1=C2C(=C(C=C(C2=CC=C1)/C(=C/C(=O)O)/C)OC)O ((E)-3-(5-ethyl-4-hydroxy-3-methoxy-1-naphthyl)-2-butenoic acid). Isolated yield 72.9%. Reaction SMILES: [CH2:1]([C:3]1[CH:12]=[CH:11][CH:10]=[C:9]2[C:4]=1[C:5]([O:21]COC)=[C:6]([O:19][CH3:20])[CH:7]=[C:8]2/[C:13](/[CH3:18])=[CH:14]/[C:15]([OH:17])=[O:16])[CH3:2].O>CC(C)=O.Cl>[CH2:1]([C:3]1[CH:12]=[CH:11][CH:10]=[C:9]2[C:4]=1[C:5]([OH:21])=[C:6]([O:19][CH3:20])[CH:7]=[C:8]2/[C:13](/[CH3:18])=[CH:14]/[C:15]([OH:17])=[O:16])[CH3:2]. Reported procedure: 280 mg of (E)-3-(5-ethyl-3-methoxy-4-methoxymethoxy-1-naphthyl)-2-butenoic acid was dissolved in 8 ml of acetone, to which 1 ml of concentrated hydrochloric acid was added at room temperature. After stirring for 1 hour, 30 ml of water was added, followed by extraction with ethyl acetate. The organic layer was washed with water, dried over magnesium sulfate, and evaporated to obtain 177 mg of the titled compound as pale yellow crystals. Starting materials: CC(C)(C)OC(=O)N1CCCN(c2cncc([Sn](C)(C)C)c2)CC1, ClCCl, ClI, [Na+], [OH-]. The product is CC(C)(C)OC(=O)N1CCCN(c2cncc(I)c2)CC1. Reaction SMILES: [CH3:3][Sn:4]([c:5]1[cH:6][c:7]([N:11]2[CH2:12][CH2:13][N:14]([C:18](=[O:19])[O:20][C:21]([CH3:22])([CH3:23])[CH3:24])[CH2:15][CH2:16][CH2:17]2)[cH:8][n:9][cH:10]1)([CH3:25])[CH3:26].[Cl:29][CH2:30][Cl:31].[I:1][Cl:2].[Na+:28].[OH-:27]>>[I:1][c:5]1[cH:6][c:7]([N:11]2[CH2:12][CH2:13][N:14]([C:18](=[O:19])[O:20][C:21]([CH3:22])([CH3:23])[CH3:24])[CH2:15][CH2:16][CH2:17]2)[cH:8][n:9][cH:10]1. The reactants are CC(C)C1=CC(=C(C(=C1)C(C)C)C2=C(C=CC=C2)P(C3CCCCC3)C4CCCCC4)C(C)C (XPhos), C([O-])([O-])=O.[K+].[K+] (potassium carbonate), C1(CC1)[B-](F)(F)F.[K+] (potassium cyclopropyltrifluoroborate), ClC=1C=C(C=C2CCC(OC12)(C)C)C=O (8-chloro-2,2-dimethyl-3,4-dihydro-2H-chromene-6-carbaldehyde). The reagents and catalysts are CC(=O)[O-].CC(=O)[O-].[Pd+2] (Pd(OAc)2). The solvent is C1(CC1)OC (cyclopropylmethyl ether). Reaction conditions: temperature 100 celsius, time 8 hour. The product is C1(CC1)C=1C=C(C=C2CCC(OC12)(C)C)C=O (8-Cyclopropyl-2,2-dimethyl-3,4-dihydro-2H-chromene-6-carbaldehyde). RXN SMILES: CC(C1C=C(C(C)C)C(C2C=CC=CC=2P(C2CCCCC2)C2CCCCC2)=C(C(C)C)C=1)C.C(=O)([O-])[O-].[K+].[K+].[CH:41]1([B-](F)(F)F)[CH2:43][CH2:42]1.[K+].Cl[C:50]1[CH:51]=[C:52]([CH:62]=[O:63])[CH:53]=[C:54]2[C:59]=1[O:58][C:57]([CH3:61])([CH3:60])[CH2:56][CH2:55]2>C1(OC)CC1.CC([O-])=O.CC([O-])=O.[Pd+2]>[CH:41]1([C:50]2[CH:51]=[C:52]([CH:62]=[O:63])[CH:53]=[C:54]3[C:59]=2[O:58][C:57]([CH3:60])([CH3:61])[CH2:56][CH2:55]3)[CH2:43][CH2:42]1 |f:1.2.3,4.5,8.9.10|. Reported procedure: A vial was charged with Pd(OAc)2 (7.99 mg, 0.04 mmol), XPhos (25.5 mg, 0.05 mmol), potassium carbonate (148 mg, 1.07 mmol), potassium cyclopropyltrifluoroborate (58.0 mg, 0.39 mmol) and 8-chloro-2,2-dimethyl-3,4-dihydro-2H-chromene-6-carbaldehyde (80 mg, 0.36 mmol). The mixture was dissolved in cyclopropylmethyl ether (1.62 mL) and water (0.16 mL) and purged with Ar. The reaction mixture was then stirred at 100° C. overnight, cooled to room temperature and filtered through a pad of celite. The f... The reactants are CC#N, [K+], [K+], CCOC(=O)C1CCNCC1, O=C([O-])[O-], CS(=O)(=O)OCCc1coc2cc(Oc3nc4ccccc4s3)ccc12. Product: CCOC(=O)C1CCN(CCc2coc3cc(Oc4nc5ccccc5s4)ccc23)CC1. RXN SMILES: [CH3:44][C:45]#[N:46].[K+:27].[K+:28].[NH:33]1[CH2:34][CH2:35][CH:36]([C:37](=[O:38])[O:39][CH2:40][CH3:41])[CH2:42][CH2:43]1.[O-:29][C:30]([O-:31])=[O:32].[s:1]1[c:2]([O:10][c:11]2[cH:12][c:13]3[c:14]([c:15]([CH2:18][CH2:19][O:20][S:21]([CH3:22])(=[O:23])=[O:24])[cH:16][o:17]3)[cH:25][cH:26]2)[n:3][c:4]2[c:5]1[cH:6][cH:7][cH:8][cH:9]2>>[s:1]1[c:2]([O:10][c:11]2[cH:12][c:13]3[c:14]([c:15]([CH2:18][CH2:19][N:33]4[CH2:34][CH2:35][CH:36]([C:37](=[O:38])[O:39][CH2:40][CH3:41])[CH2:42][CH2:43]4)[cH:16][o:17]3)[cH:25][cH:26]2)[n:3][c:4]2[c:5]1[cH:6][cH:7][cH:8][cH:9]2. Reported procedure: The title compound is prepared from {(S)-6-[(R)-4-bromo-5-cyano-indan-1-yloxy]-2,3-dihydro-benzofuran-3-yl}-acetic acid methyl ester and 3-methoxy-benzylzinc chloride following a procedure analogous to that described in Step 6 of Intermediate 1. LC (method 4): tR=1.22 min; Mass spectrum (ESI+): m/z=492 [M+Na]+. Reactants: COC(C[C@@H]1COC2=C1C=CC(=C2)O[C@@H]2CCC1=C(C(=CC=C21)C#N)Br)=O ({(S)-6-[(R)-4-bromo-5-cyano-indan-1-yloxy]-2,3-dihydro-benzofuran-3-yl}-acetic acid methyl ester), [Cl-].COC=1C=C(C[Zn+])C=CC1 (3-methoxy-benzylzinc chloride), Intermediate 1. The product is COC(C[C@@H]1COC2=C1C=CC(=C2)O[C@@H]2CCC1=C(C(=CC=C21)C#N)CC2=CC(=CC=C2)OC)=O ({(S)-6-[(R)-5-cyano-4-(3-methoxy-benzyl)-indan-1-yloxy]-2,3-dihydro-benzofuran-3-yl}-acetic acid methyl ester). As a reaction SMILES: [CH3:1][O:2][C:3](=[O:27])[CH2:4][C@H:5]1[C:9]2[CH:10]=[CH:11][C:12]([O:14][C@H:15]3[C:23]4[C:18](=[C:19](Br)[C:20]([C:24]#[N:25])=[CH:21][CH:22]=4)[CH2:17][CH2:16]3)=[CH:13][C:8]=2[O:7][CH2:6]1.[Cl-].[CH3:29][O:30][C:31]1[CH:32]=[C:33]([CH:36]=[CH:37][CH:38]=1)[CH2:34][Zn+]>>[CH3:1][O:2][C:3](=[O:27])[CH2:4][C@H:5]1[C:9]2[CH:10]=[CH:11][C:12]([O:14][C@H:15]3[C:23]4[C:18](=[C:19]([CH2:34][C:33]5[CH:36]=[CH:37][CH:38]=[C:31]([O:30][CH3:29])[CH:32]=5)[C:20]([C:24]#[N:25])=[CH:21][CH:22]=4)[CH2:17][CH2:16]3)=[CH:13][C:8]=2[O:7][CH2:6]1 |f:1.2|.